Dataset: the Open Reaction Database (ORD), a public repository of structured organic reaction records. Task: describe an organic reaction: reactants, conditions, products, and yield The reactants are CCc1cc2oc(-c3cc(OC)c(OCc4ccccc4)c(OC)c3)c(O)c(=O)c2cc1Br, C=CCCCCCC, B1C2CCCC1CCC2, [Na+], C1CCOC1, [OH-]. Yields the product CCCCCCCCc1cc2c(=O)c(O)c(-c3cc(OC)c(OCc4ccccc4)c(OC)c3)oc2cc1CC. RXN SMILES: [Br:18][c:19]1[cH:20][c:21]2[c:22](=[O:50])[c:23]([OH:49])[c:24](-[c:31]3[cH:32][c:33]([O:47][CH3:48])[c:34]([O:39][CH2:40][c:41]4[cH:42][cH:43][cH:44][cH:45][cH:46]4)[c:35]([O:37][CH3:38])[cH:36]3)[o:25][c:26]2[cH:27][c:28]1[CH2:29][CH3:30].[CH2:1]=[CH:2][CH2:3][CH2:4][CH2:5][CH2:6][CH2:7][CH3:8].[CH:9]12[BH:10][CH:14]([CH2:13][CH2:12][CH2:11]1)[CH2:15][CH2:16][CH2:17]2.[Na+:57].[O:51]1[CH2:52][CH2:53][CH2:54][CH2:55]1.[OH-:56]>>[CH3:9][CH2:17][CH2:16][CH2:15][CH2:14][CH2:13][CH2:12][CH2:11][c:19]1[cH:20][c:21]2[c:22](=[O:50])[c:23]([OH:49])[c:24](-[c:31]3[cH:32][c:33]([O:47][CH3:48])[c:34]([O:39][CH2:40][c:41]4[cH:42][cH:43][cH:44][cH:45][cH:46]4)[c:35]([O:37][CH3:38])[cH:36]3)[o:25][c:26]2[cH:27][c:28]1[CH2:29][CH3:30].